This data is from the Open Reaction Database (ORD), a public repository of structured organic reaction records. The task is: describe an organic reaction: reactants, conditions, products, and yield Reactants: ClCC#N (chloroacetonitrile), C1C=CC2=CC=CC=C12 (Indene), C(CCC)[Li] (n-Butyllithium), solution. Run in CCOCC (ether), C1CCOC1 (THF), C1CCOC1 (THF), CCCCCC (hexane). Yields the product C(#N)CC1=CCC2=CC=CC=C12 (3-cyanomethylindene). Reaction SMILES: [CH2:1]1[C:9]2[C:4](=[CH:5][CH:6]=[CH:7][CH:8]=2)[CH:3]=[CH:2]1.C([Li])CCC.Cl[CH2:16][C:17]#[N:18]>C1COCC1.CCCCCC.CCOCC>[C:17]([CH2:16][C:1]1[C:9]2[C:4](=[CH:5][CH:6]=[CH:7][CH:8]=2)[CH2:3][CH:2]=1)#[N:18]. Procedure details: Indene (2 ml), 1.99 g, 17.2 mmol) was dissolved in dry THF (2 ml) and stirred at -78° under nitrogen. n-Butyllithium (6.87 ml of a 2.5M solution in hexane: 17.2 mmol) was added, and the solution was then warmed to ambient temperature, stirred for 15 minutes, recooled to -78°, and added via syringe to a solution of chloroacetonitrile (1.09 ml, 1.30 g, 17.2 mmol) in THF (2 ml) stirred at -78°. After completion of the addition, the solution was diluted with ether (200 ml) and washed with 1M HCl fol... The reactants are ClC=1C(=CC=2C(=NC=3N(C=C(C(C3C2)=O)C(=O)O)C)C1)F (8-chloro-7-fluoro-1-methyl-4-oxo-1,4-dihydro-benzo[b][1,8]naphthyridine-3-carboxylic acid), CC1NCCNC1 (2-methylpiperazine). Run in N1=CC=CC=C1 (pyridine), O (water), [OH-].[K+] (potassium hydroxide). Run at time 13 hour. Product: FC1=CC=2C(=NC=3N(C=C(C(C3C2)=O)C(=O)O)C)C=C1N1CC(NCC1)C (7-fluoro-1-methyl-8-(3-methyl-1-piperazinyl)-4-oxo-1,4-dihydro-benzo[b][1,8]naphthyridine-3-carboxylic acid). Isolated yield 63.9%. RXN SMILES: Cl[C:2]1[C:3]([F:21])=[CH:4][C:5]2[C:6]([CH:20]=1)=[N:7][C:8]1[N:9]([CH3:19])[CH:10]=[C:11]([C:16]([OH:18])=[O:17])[C:12](=[O:15])[C:13]=1[CH:14]=2.[CH3:22][CH:23]1[CH2:28][NH:27][CH2:26][CH2:25][NH:24]1>N1C=CC=CC=1.O.[OH-].[K+]>[F:21][C:3]1[C:2]([N:27]2[CH2:26][CH2:25][NH:24][CH:23]([CH3:22])[CH2:28]2)=[CH:20][C:6]2=[N:7][C:8]3[N:9]([CH3:19])[CH:10]=[C:11]([C:16]([OH:18])=[O:17])[C:12](=[O:15])[C:13]=3[CH:14]=[C:5]2[CH:4]=1 |f:4.5|. Procedure details: A suspension of 3.5 g of 8-chloro-7-fluoro-1-methyl-4-oxo-1,4-dihydro-benzo[b][1,8]naphthyridine-3-carboxylic acid and 4.6 g of 2-methylpiperazine in 40 cm3 of pyridine is heated at a temperature close to 115° C., with stirring, for 13 hours. The reaction mixture is concentrated to dryness under reduced pressure (20 kPa) at 60° C. The residue is twice taken up with 30 cm3 of ethanol and concentrated under reduced pressure under the above conditions. The solid obtained is taken up in 60 cm3 of wa... Starting materials: BrCC1=CC=C(C=C1)CCN1C(C=C(C=C1)OCC1=NC=C(C=C1)Br)=O (1-[2-(4-bromomethyl-phenyl)-ethyl]-4-(5-bromo-pyridin-2-ylmethoxy)-1H-pyridin-2-one), N1CCCC1 (pyrrolidine). Solvent: C(C)#N (acetonitrile). Conditions: time 2 hour. Yields the product BrC=1C=CC(=NC1)COC1=CC(N(C=C1)CCC1=CC=C(C=C1)CN1CCCC1)=O (4-(5-Bromo-pyridin-2-ylmethoxy)-1-[2-(4-pyrrolidin-1-ylmethyl-phenyl)-ethyl]-1H-pyridin-2-one). Reaction SMILES: Br[CH2:2][C:3]1[CH:8]=[CH:7][C:6]([CH2:9][CH2:10][N:11]2[CH:16]=[CH:15][C:14]([O:17][CH2:18][C:19]3[CH:24]=[CH:23][C:22]([Br:25])=[CH:21][N:20]=3)=[CH:13][C:12]2=[O:26])=[CH:5][CH:4]=1.[NH:27]1[CH2:31][CH2:30][CH2:29][CH2:28]1>C(#N)C>[Br:25][C:22]1[CH:23]=[CH:24][C:19]([CH2:18][O:17][C:14]2[CH:15]=[CH:16][N:11]([CH2:10][CH2:9][C:6]3[CH:7]=[CH:8][C:3]([CH2:2][N:27]4[CH2:31][CH2:30][CH2:29][CH2:28]4)=[CH:4][CH:5]=3)[C:12](=[O:26])[CH:13]=2)=[N:20][CH:21]=1. Procedure: To 90 mg (0.19 mmol) 1-[2-(4-bromomethyl-phenyl)-ethyl]-4-(5-bromo-pyridin-2-ylmethoxy)-1H-pyridin-2-one (example 12.1b) in 2.0 mL acetonitrile is added at RT 63 μL (0.75 mmol) pyrrolidine. The reaction mixture is stirred for 2 h at RT and is directly transferred to a reverse HPLC for purification (Waters symmetry, C18; water (0.15% formic acid)/acetonitrile 95:5 to 10:90). Starting materials: ClC=1C=C(C=C(C1OC(C(Cl)Cl)(F)F)Cl)NC(=O)NC(C1=C(C=CC=C1F)F)=O (N-(((3,5-Dichloro-4-(2,2-dichloro-1,1-difluoroethoxy)phenyl)amino)carbonyl)-2,6-difluorobenzamide), [OH-].[K+] (KOH), IC (Iodomethane). Solvent: CN(C=O)C (dimethylformamide). Product: ClC=1C=C(C=C(C1OC(C(Cl)Cl)(F)F)Cl)NC(=O)N(C(C1=C(C=CC=C1F)F)=O)C (N-(((3,5-Dichloro-4-(2,2-dichloro-1,1-difluoroethoxy)phenyl)amino)carbonyl)-2,6-difluoro-N-methylbenzamide). Reaction SMILES: [Cl:1][C:2]1[CH:3]=[C:4]([NH:16][C:17]([NH:19][C:20](=[O:29])[C:21]2[C:26]([F:27])=[CH:25][CH:24]=[CH:23][C:22]=2[F:28])=[O:18])[CH:5]=[C:6]([Cl:15])[C:7]=1[O:8][C:9]([F:14])([F:13])[CH:10]([Cl:12])[Cl:11].[OH-].[K+].I[CH3:33]>CN(C)C=O>[Cl:1][C:2]1[CH:3]=[C:4]([NH:16][C:17]([N:19]([CH3:33])[C:20](=[O:29])[C:21]2[C:26]([F:27])=[CH:25][CH:24]=[CH:23][C:22]=2[F:28])=[O:18])[CH:5]=[C:6]([Cl:15])[C:7]=1[O:8][C:9]([F:13])([F:14])[CH:10]([Cl:11])[Cl:12] |f:1.2|. Procedure: N-(((3,5-Dichloro-4-(2,2-dichloro-1,1-difluoroethoxy)phenyl)amino)carbonyl)-2,6-difluorobenzamide (9.9 g, 0.02 mole) and KOH (1.4 g, 87 percent purity, 0.02 mole) were added to 50 ml dimethylformamide with stirring, giving a clear solution. Iodomethane (3.2 g, 0.022 mole) was added and the resulting solution was stirred at room temperature for about 24 hours. The precipitated product was collected by suction filtration and dried. The product was purified by recrystallization from isopropanol. Th... Starting materials: O=C([O-])[O-], CCCc1ccncc1, C[Si](C)(C)C#N, CN(C)C(=O)Cl, [K+], [K+], OO. Product: CCCc1ccnc(C#N)c1. RXN SMILES: [C:24](=[O:25])([O-:26])[O-:27].[CH2:1]([CH2:2][CH3:3])[c:4]1[cH:5][cH:6][n:7][cH:8][cH:9]1.[CH3:12][Si:13]([CH3:14])([CH3:15])[C:16]#[N:17].[CH3:18][N:19]([CH3:20])[C:21]([Cl:22])=[O:23].[K+:28].[K+:29].[OH:10][OH:11]>>[CH2:1]([CH2:2][CH3:3])[c:4]1[cH:5][c:6]([C:16]#[N:17])[n:7][cH:8][cH:9]1. Starting materials: CN(C)C=O, O=[N+]([O-])c1cc(Cl)ccc1Cl, O=Cc1cc(Cl)ccc1O, [H-], [Na+]. Yields the product O=Cc1cc(Cl)ccc1Oc1ccc(Cl)cc1[N+](=O)[O-]. RXN SMILES: [CH3:24][N:25]([CH3:26])[CH:27]=[O:28].[Cl:13][c:14]1[c:15]([N+:21](=[O:22])[O-:23])[cH:16][c:17]([Cl:20])[cH:18][cH:19]1.[Cl:1][c:2]1[cH:3][cH:4][c:5]([OH:10])[c:6]([CH:7]=[O:8])[cH:9]1.[H-:11].[Na+:12]>>[Cl:1][c:2]1[cH:3][cH:4][c:5]([O:10][c:14]2[c:15]([N+:21](=[O:22])[O-:23])[cH:16][c:17]([Cl:20])[cH:18][cH:19]2)[c:6]([CH:7]=[O:8])[cH:9]1.